From a dataset of the Open Reaction Database (ORD), a public repository of structured organic reaction records. describe an organic reaction: reactants, conditions, products, and yield Starting materials: O=C1O[C@@H]([C@@H](N[C@H]1CC1=CC(=CC=C1)C(CC)CC)C1=CC=CC=C1)C1=CC=CC=C1 ((2R,3S,5S)-6-oxo-2,3-diphenyl-5-(3-(3-pentyl)benzyl)morpholine), CCO (EtOH). The reagents and catalysts are Cl[Pd]Cl (PdCl2). The solvent is C1CCOC1 (THF). Conditions: time 18 hour. Yields the product C(CCCC)C=1C=C(C[C@H](N)C(=O)O)C=CC1 (3-pentyl-L-phenylalanine). Reaction SMILES: [O:1]=[C:2]1[C@H:7]([CH2:8][C:9]2[CH:14]=[CH:13][CH:12]=[C:11]([CH:15]([CH2:18][CH3:19])CC)[CH:10]=2)[NH:6][C@@H](C2C=CC=CC=2)[C@@H](C2C=CC=CC=2)[O:3]1.[CH3:32][CH2:33]O>Cl[Pd]Cl.C1COCC1>[CH2:15]([C:11]1[CH:10]=[C:9]([CH:14]=[CH:13][CH:12]=1)[CH2:8][C@@H:7]([C:2]([OH:3])=[O:1])[NH2:6])[CH2:18][CH2:19][CH2:32][CH3:33]. Procedure details: To a 300 mL Parr bottle were added 0.41 g of PdCl2, 1.36 g of (2R,3S,5S)-6-oxo-2,3-diphenyl-5-(3-(3-pentyl)benzyl)morpholine, 50 mL of EtOH, and 30 mL of THF. The mixture was deoxygenated by bubbling nitrogen through for 10 min and was hydrogenated at 45 psi for 18 h. The vessel was purged with nitrogen, catalyst removed by filtration through celite, and the filtrate concentrated in vacuo to a volume of 15 mL. The solution was chilled in an ice bath and triturated with addition of 50 mL of hexan... Reactants: COC=1C=C(C=CC1)C1=C(C(NC2=NC=CC=C12)=O)NC(=O)NC1=C(C=CC=C1C(C)C)C(C)C (N-[4-(3-methoxyphenyl)-1,2-dihydro-2-oxo-1,8-naphthyridin-3-yl]-N'-(2,6-diisopropylphenyl)urea), C([O-])([O-])=O.[K+].[K+] (potassium carbonate), [I-].[K+] (potassium iodide), BrCC(C)C (1-bromo-2-methylpropane). Run in O (water), CN(C)C=O (DMF). Reaction conditions: time 5 hour. Yields the product C(C(C)C)N1C(C(=C(C2=CC=CN=C12)C1=CC(=CC=C1)OC)NC(=O)NC1=C(C=CC=C1C(C)C)C(C)C)=O (N-[1-isobutyl-4-(3-methoxyphenyl)-1,2-dihydro-2-oxo-1,8-naphthyridin-3-yl]-N'-(2,6-diisopropylphenyl)urea). The yield is 61.9%. As a reaction SMILES: [CH3:1][O:2][C:3]1[CH:4]=[C:5]([C:9]2[C:18]3[C:13](=[N:14][CH:15]=[CH:16][CH:17]=3)[NH:12][C:11](=[O:19])[C:10]=2[NH:20][C:21]([NH:23][C:24]2[C:29]([CH:30]([CH3:32])[CH3:31])=[CH:28][CH:27]=[CH:26][C:25]=2[CH:33]([CH3:35])[CH3:34])=[O:22])[CH:6]=[CH:7][CH:8]=1.C(=O)([O-])[O-].[K+].[K+].[I-].[K+].Br[CH2:45][CH:46]([CH3:48])[CH3:47]>CN(C=O)C.O>[CH2:45]([N:12]1[C:13]2[C:18](=[CH:17][CH:16]=[CH:15][N:14]=2)[C:9]([C:5]2[CH:6]=[CH:7][CH:8]=[C:3]([O:2][CH3:1])[CH:4]=2)=[C:10]([NH:20][C:21]([NH:23][C:24]2[C:29]([CH:30]([CH3:31])[CH3:32])=[CH:28][CH:27]=[CH:26][C:25]=2[CH:33]([CH3:35])[CH3:34])=[O:22])[C:11]1=[O:19])[CH:46]([CH3:48])[CH3:47] |f:1.2.3,4.5|. Procedure details: To a solution of N-[4-(3-methoxyphenyl)-1,2-dihydro-2-oxo-1,8-naphthyridin-3-yl]-N'-(2,6-diisopropylphenyl)urea (100 mg, 0.21 mmol) in DMF (5 ml) were added potassium carbonate (1.39 g, 10.1 mmol), potassium iodide (10 mg, 0.07 mmol) and 1-bromo-2-methylpropane (58 mg, 0.43 mmol), and the mixture was stirred at room temperature for five hours. The mixture was poured into water, and the mixture was extracted with ethyl acetate. The extract was washed with water, washed with a saturated aqueous so... Starting materials: O=C(O)CCCCCCCCCCC(=O)c1ccccc1, Cc1ccccc1, Cl, O. The product is O=C(O)CCCCCCCCCCCc1ccccc1. As a reaction SMILES: [C:2]([c:3]1[cH:4][cH:5][cH:6][cH:7][cH:8]1)(=[O:9])[CH2:10][CH2:11][CH2:12][CH2:13][CH2:14][CH2:15][CH2:16][CH2:17][CH2:18][CH2:19][C:20](=[O:21])[OH:22].[CH3:23][c:24]1[cH:25][cH:26][cH:27][cH:28][cH:29]1.[ClH:1].[OH2:30]>>[CH2:2]([c:3]1[cH:4][cH:5][cH:6][cH:7][cH:8]1)[CH2:10][CH2:11][CH2:12][CH2:13][CH2:14][CH2:15][CH2:16][CH2:17][CH2:18][CH2:19][C:20](=[O:21])[OH:22]. Starting materials: [N+](=O)([O-])C1=CC=C(C=C1)C1=C(NC=2C1=NC=CC2)C(=O)N (3-(4-nitrophenyl)-1H-pyrrolo[3,2-b]pyridine-2-carboxamide), [H][H] (hydrogen). The reagents and catalysts are [Pd] (Pd/C). Solvent: CO (methanol). The product is NC1=CC=C(C=C1)C1=C(NC=2C1=NC=CC2)C(=O)N (3-(4-aminophenyl)-1H-pyrrolo[3,2-b]pyridine-2-carboxamide). The yield is 74.6%. RXN SMILES: [N+:1]([C:4]1[CH:9]=[CH:8][C:7]([C:10]2[C:14]3=[N:15][CH:16]=[CH:17][CH:18]=[C:13]3[NH:12][C:11]=2[C:19]([NH2:21])=[O:20])=[CH:6][CH:5]=1)([O-])=O.[H][H]>CO.[Pd]>[NH2:1][C:4]1[CH:5]=[CH:6][C:7]([C:10]2[C:14]3=[N:15][CH:16]=[CH:17][CH:18]=[C:13]3[NH:12][C:11]=2[C:19]([NH2:21])=[O:20])=[CH:8][CH:9]=1. Procedure details: 0.113 g of Pd/C (10%) is added to a solution of 0.15 g of 3-(4-nitrophenyl)-1H-pyrrolo[3,2-b]pyridine-2-carboxamide in 10 ml of methanol. After stirring at 22° C. for 3.5 hours under 2 bar of hydrogen, the reaction medium is filtered over silica gel and then concentrated under reduced pressure, to give 0.1 g of 3-(4-aminophenyl)-1H-pyrrolo[3,2-b]pyridine-2-carboxamide, the characteristics of which are as follows: The reactants are C(=O)=O (dry ice), C(C)(C)(C)C1=CC=C(CNC(N(C)C)=O)C=C1 (3-(4-tert-Butylbenzyl)-1,1-dimethylurea), 1-L, C(C)(C)(C)[Li] (t-butyllithium). Product: C(C)(C)(C)C=1C=CC(=C(C(=O)O)C1)CNC(=O)N(C)C (5-tert-Butyl-2-((3,3-dimethylureido)methyl)benzoic Acid). Reported procedure: A 500-mL, three-neck, round-bottomed flask equipped with a magnetic stirrer, addition funnel and thermocouple was purged with nitrogen and charged with 107a (9.36 g, 40.0 mmol) and THF (120 mL). The reaction was cooled to −70° C. and t-butyllithium (1.7 M in pentane, 56 mL, 95.2 mmol) was added dropwise. The reaction was allowed to warm to −45 to −35° C. for 0.5 h and then cooled back down to −78° C. The reaction was then cannulated into a 1-L, three-neck, round-bottomed flask which was filled w... Reaction SMILES: [C:1]([C:5]1[CH:17]=[CH:16][C:8]([CH2:9][NH:10][C:11](=[O:15])[N:12]([CH3:14])[CH3:13])=[CH:7][CH:6]=1)([CH3:4])([CH3:3])[CH3:2].C([Li])(C)(C)C.[C:23](=[O:25])=[O:24]>C1COCC1>[C:1]([C:5]1[CH:6]=[CH:7][C:8]([CH2:9][NH:10][C:11]([N:12]([CH3:13])[CH3:14])=[O:15])=[C:16]([CH:17]=1)[C:23]([OH:25])=[O:24])([CH3:4])([CH3:2])[CH3:3]. The solvent is C1CCOC1 (THF). Conditions: temperature -70 celsius. Yield: 80.0%. Reactants: [N+](=O)(O)[O-] (nitric acid), CN1N(C(C(C1=O)C1=C(C=C(C=C1C)C)C)=O)C (1,2-dimethyl-4-(2,4,6-trimethylphenyl)pyrazolidine-3,5-dione). Solvent: C(Cl)(Cl)Cl (chloroform). Reaction conditions: time 15 minute. Yields the product CN1N(C(C(C1=O)(C1=C(C=C(C=C1C)C)C)[N+](=O)[O-])=O)C (1,2-dimethyl-4-nitro-4-(2,4,6-trimethylphenyl)pyrazolidine-3,5-dione). Yield: 65.0%. Reaction SMILES: [N+:1]([O-:4])(O)=[O:2].[CH3:5][N:6]1[C:10](=[O:11])[CH:9]([C:12]2[C:17]([CH3:18])=[CH:16][C:15]([CH3:19])=[CH:14][C:13]=2[CH3:20])[C:8](=[O:21])[N:7]1[CH3:22]>C(Cl)(Cl)Cl>[CH3:22][N:7]1[C:8](=[O:21])[C:9]([N+:1]([O-:4])=[O:2])([C:12]2[C:13]([CH3:20])=[CH:14][C:15]([CH3:19])=[CH:16][C:17]=2[CH3:18])[C:10](=[O:11])[N:6]1[CH3:5]. Reported procedure: A quantity of 0.13 ml (3.1 mmols) of fuming nitric acid was added to a solution of 0.70 g (2.8 mmols) of 1,2-dimethyl-4-(2,4,6-trimethylphenyl)pyrazolidine-3,5-dione in 20 ml of chloroform at room temperature. The obtained mixture was stirred at room temperature for 15 minutes. The reaction mixture was washed with water and was dried over anhydrous magnesium sulfate. The solvent was distilled off under reduced pressure. Then the residue was purified by column chromatography (benzene:ethyl acetat... Starting materials: CC(C)CN, CCOC(C)=O, CCCCCC, N#Cc1c(-c2ccc(Cl)cc2Cl)cn2ccnc2c1Cl, ClCCl. The product is CC(C)CNc1c(C#N)c(-c2ccc(Cl)cc2Cl)cn2ccnc12. RXN SMILES: [CH2:21]([CH:22]([CH3:23])[CH3:24])[NH2:25].[CH3:26][CH2:27][O:28][C:29]([CH3:30])=[O:31].[CH3:32][CH2:33][CH2:34][CH2:35][CH2:36][CH3:37].[Cl:1][c:2]1[c:3]2[n:4]([cH:5][c:6](-[c:10]3[c:11]([Cl:17])[cH:12][c:13]([Cl:16])[cH:14][cH:15]3)[c:7]1[C:8]#[N:9])[cH:18][cH:19][n:20]2.[Cl:38][CH2:39][Cl:40]>>[c:2]1([NH:25][CH2:21][CH:22]([CH3:23])[CH3:24])[c:3]2[n:4]([cH:5][c:6](-[c:10]3[c:11]([Cl:17])[cH:12][c:13]([Cl:16])[cH:14][cH:15]3)[c:7]1[C:8]#[N:9])[cH:18][cH:19][n:20]2.